This data is from the Open Reaction Database (ORD), a public repository of structured organic reaction records. The task is: describe an organic reaction: reactants, conditions, products, and yield Product: C#CCOc1ccc(-n2cnc3ncnc-3n2)c(OC)c1. RXN SMILES: [CH2:20]([C:21]#[CH:22])[Br:23].[CH3:2][O:3][c:4]1[c:5](-[n:11]2[n:12][c:13]3[n:19][cH:18][n:17][c:14]-3[n:15][cH:16]2)[cH:6][cH:7][c:8]([OH:10])[cH:9]1.[K:1]>>[CH3:2][O:3][c:4]1[c:5](-[n:11]2[n:12][c:13]3[n:19][cH:18][n:17][c:14]-3[n:15][cH:16]2)[cH:6][cH:7][c:8]([O:10][CH2:22][C:21]#[CH:20])[cH:9]1. Starting materials: C#CCBr, COc1cc(O)ccc1-n1cnc2ncnc-2n1, [K]. Reaction SMILES: [C:4](=[O:5])([O-:6])[O-:7].[CH3:24][OH:25].[CH3:26][CH2:27][O:28][C:29](=[O:30])[CH3:31].[ClH:1].[K+:8].[K+:9].[NH2:10][OH:11].[NH2:2][OH:3].[OH:12][c:13]1[cH:14][cH:15][c:16]([CH3:23])[c:17]2[c:21]1[C:20](=[O:22])[CH2:19][CH2:18]2>>[N:2]([OH:3])=[C:20]1[CH2:19][CH2:18][c:17]2[c:16]([CH3:23])[cH:15][cH:14][c:13]([OH:12])[c:21]21. The reactants are O=C([O-])[O-], CO, CCOC(C)=O, Cl, [K+], [K+], NO, NO, Cc1ccc(O)c2c1CCC2=O. Yields the product Cc1ccc(O)c2c1CCC2=NO. RXN SMILES: C([Li])CCC.[CH:6]([C@H:9]1[CH2:13][O:12][C:11](=[O:14])[NH:10]1)([CH3:8])[CH3:7].[C:15](Cl)(=[O:24])[CH2:16][CH2:17][C:18]1[CH:23]=[CH:22][CH:21]=[CH:20][CH:19]=1.Cl.[Cl-].[Na+]>O1CCCC1.CCCCCC>[CH:6]([C@@H:9]1[CH2:13][O:12][C:11](=[O:14])[N:10]1[C:15](=[O:24])[CH2:16][CH2:17][C:18]1[CH:23]=[CH:22][CH:21]=[CH:20][CH:19]=1)([CH3:8])[CH3:7] |f:4.5|. Reaction conditions: time 30 minute. Yields the product C(C)(C)[C@H]1N(C(OC1)=O)C(CCC1=CC=CC=C1)=O (4(R)-Isopropyl-3-(3-phenylpropionyl)-2-oxazolidinone). Starting materials: Cl (hydrochloric acid), saturated aqueous solution, [Cl-].[Na+] (sodium chloride), C(CCC1=CC=CC=C1)(=O)Cl (dihydrocinnamoyl chloride), C(CCC)[Li] (butyllithium), C(C)(C)[C@@H]1NC(OC1)=O (4(S)-isopropyl-2-oxazolidinone). Yield: 69995.3%. The solvent is O1CCCC1 (tetrahydrofuran), O1CCCC1 (tetrahydrofuran), CCCCCC (hexane). Procedure: 68.3 ml of butyllithium (as a 1.6M hexane solution) were added dropwise, at -78° C. and under an atmosphere of nitrogen, to a solution of 11.75 g (91.0 mmoles) of 4(S)-isopropyl-2-oxazolidinone in 200 ml of anhydrous tetrahydrofuran. The mixture was stirred for 30 minutes, and then a solution of 18.41 g (0.11 mmoles) of dihydrocinnamoyl chloride in 100 ml of anhydrous tetrahydrofuran was added dropwise over a period of 10 minutes. The mixture was then stirred for a further 1 hour, after which 10... Reactants: CC(C)(C)[Si](C)(C)Cl, CC1(C)OC2C(CO)CC(Nc3cc(I)ncn3)C2O1, CN(C)C=O, O, c1c[nH]cn1. The product is CC1(C)OC2C(CO[Si](C)(C)C(C)(C)C)CC(Nc3cc(I)ncn3)C2O1. As a reaction SMILES: [C:26]([CH3:27])([CH3:28])([CH3:29])[Si:30]([CH3:31])([CH3:32])[Cl:33].[I:1][c:2]1[cH:3][c:4]([NH:8][CH:9]2[CH2:10][CH:11]([CH2:19][OH:20])[CH:12]3[CH:13]2[O:14][C:15]([CH3:17])([CH3:18])[O:16]3)[n:5][cH:6][n:7]1.[O:34]=[CH:35][N:36]([CH3:37])[CH3:38].[OH2:39].[nH:21]1[cH:22][cH:23][n:24][cH:25]1>>[I:1][c:2]1[cH:3][c:4]([NH:8][CH:9]2[CH2:10][CH:11]([CH2:19][O:20][Si:30]([C:26]([CH3:27])([CH3:28])[CH3:29])([CH3:31])[CH3:32])[CH:12]3[CH:13]2[O:14][C:15]([CH3:17])([CH3:18])[O:16]3)[n:5][cH:6][n:7]1. The reactants are C1(=C(C=CC=C1)CN1C(=CC=2C(=NC=CC21)O)C)C2=CC=CC=C2 (1-Biphenyl-2-ylmethyl-2-methyl-1H-pyrrolo[3,2-c]pyridin-4-ol), [N+](=[N-])=CC(=O)OCC (ethyl diazoacetate). The solvent is ClCCCl (1,2-dichloroethane), ClC(C)Cl (dichloroethane). The product is C(C)OC(COC1=NC=CC2=C1C=C(N2CC2=C(C=CC=C2)C2=CC=CC=C2)C)=O ((1-Biphenyl-2-ylmethyl-2-methyl-1H-pyrrolo[3,2-c]pyridin-4-yloxy)-acetic acid ethyl ester). As a reaction SMILES: [C:1]1([C:19]2[CH:24]=[CH:23][CH:22]=[CH:21][CH:20]=2)[CH:6]=[CH:5][CH:4]=[CH:3][C:2]=1[CH2:7][N:8]1[C:16]2[CH:15]=[CH:14][N:13]=[C:12]([OH:17])[C:11]=2[CH:10]=[C:9]1[CH3:18].[N+](=[CH:27][C:28]([O:30][CH2:31][CH3:32])=[O:29])=[N-]>ClCCCl.ClC(Cl)C>[CH2:31]([O:30][C:28](=[O:29])[CH2:27][O:17][C:12]1[C:11]2[CH:10]=[C:9]([CH3:18])[N:8]([CH2:7][C:2]3[CH:3]=[CH:4][CH:5]=[CH:6][C:1]=3[C:19]3[CH:24]=[CH:23][CH:22]=[CH:21][CH:20]=3)[C:16]=2[CH:15]=[CH:14][N:13]=1)[CH3:32]. Procedure: To a solution of intermediate (5) (0.557 g, 1.77 mmole) in 1,2-dichloroethane (250 mL) rhodium(II) trifluoroacetate dimmer (0.058 g, 0.0885 mmole) was added, the reaction was heated to reflux. Then the solution of ethyl diazoacetate (90%, 0.2 mL, 1.77 mmole) in dichloroethane (35 mL) was added via a syringe pump to the mixture over 16 h. The reaction mixture was refluxed for an additional 2 h. The solvent was evaporated and the residue was purified by column chromatography (3:1 Hex:EtOAc) to aff... Reactants: Cl (hydrochloric acid), NC(N)=NC=1SC=C(N1)C1=NC(=CC=C1)C(=O)OC (2-(diaminomethyleneamino)-4-(6-methoxycarbonylpyridin-2-yl)thiazole), [BH4-].[Na+] (sodium borohydride), CO (methanol). Solvent: O1CCCC1 (tetrahydrofuran), O (water), C(C)(=O)OCC (ethyl acetate), O1CCCC1 (tetrahydrofuran). Conditions: time 1.6 hour. Product: NC(N)=NC=1SC=C(N1)C1=NC(=CC=C1)CO (2-(diaminomethyleneamino)-4-(6-hydroxymethylpyridin-2-yl)thiazole). Isolated yield 90.6%. As a reaction SMILES: [NH2:1][C:2](=[N:4][C:5]1[S:6][CH:7]=[C:8]([C:10]2[CH:15]=[CH:14][CH:13]=[C:12]([C:16](OC)=[O:17])[N:11]=2)[N:9]=1)[NH2:3].[BH4-].[Na+].CO.Cl>O1CCCC1.O.C(OCC)(=O)C>[NH2:1][C:2](=[N:4][C:5]1[S:6][CH:7]=[C:8]([C:10]2[CH:15]=[CH:14][CH:13]=[C:12]([CH2:16][OH:17])[N:11]=2)[N:9]=1)[NH2:3] |f:1.2|. Procedure: To a mixture of 2-(diaminomethyleneamino)-4-(6-methoxycarbonylpyridin-2-yl)thiazole (0.7 g) and sodium borohydride (0.3 g) in tetrahydrofuran (10 ml) was added a methanol (1.5 ml) at 50°-55° C. and the mixture was stirred for 1.6 hours at the same temperature. The reaction mixture was added to a mixture of tetrahydrofuran, ethyl acetate and water and the mixture was adjusted to pH 9.5 with 6N-hydrochloric acid. The separated organic layer was washed with brine, dried over magnesium sulfate and e... The reactants are OCC(CN1CCN(CC1)C)NC(C)=O (N-[2-hydroxy-1-(4-methyl-piperazin-1-ylmethyl)ethyl] acetamide), Cl (hydrochloric acid). The solvent is aqueous acid. Reaction conditions: temperature 100 celsius. The product is Cl.NC(CO)CN1CCN(CC1)C (2-amino-3-(4-methyl-piperazinyl)-1-propanol, hydrochloride). RXN SMILES: [OH:1][CH2:2][CH:3]([NH:12]C(=O)C)[CH2:4][N:5]1[CH2:10][CH2:9][N:8]([CH3:11])[CH2:7][CH2:6]1.[ClH:16]>>[ClH:16].[NH2:12][CH:3]([CH2:4][N:5]1[CH2:6][CH2:7][N:8]([CH3:11])[CH2:9][CH2:10]1)[CH2:2][OH:1] |f:2.3|. Procedure details: A suspension of 0.89 g of N-[2-hydroxy-1-(4-methyl-piperazin-1-ylmethyl)ethyl] acetamide in 10.3 mL of an aqueous acid solution of 6N hydrochloric acid is heated at a temperature of about 100° C. for 3 hours. After cooling at a temperature of about 60° C., the reaction medium is filtered and the filtrate is concentrated under reduced pressure (2 kPa) at a temperature of about 60° C. About 1 g of 2-amino-3-(4-methyl-piperazinyl)-1-propanol, hydrochloride is obtained in the form of a tacky beige-c...